Dataset: the Open Reaction Database (ORD), a public repository of structured organic reaction records. Task: describe an organic reaction: reactants, conditions, products, and yield Reactants: CC1=CC=C(C=C1)S(=O)(=O)OC[C@H]1COC2=C(O1)C(=C(C=C2)[N+](=O)[O-])C=O ([(2R)-8-Formyl-7-nitro-2,3-dihydro-1,4-benzodioxin-2-yl]methyl 4-methyl-benzenesulfonate), [H][H] (hydrogen). Reagents/catalysts: [OH-].[OH-].[Pd+2] (palladium hydroxide on carbon). The solvent is CO (methanol). The product is CC1=CC=C(C=C1)S(=O)(=O)OCC1COC2=C(O1)C(=C(C=C2)N)C ([7-Amino-8-methyl-2,3-dihydro-1,4-benzodioxin-2-yl]methyl 4-methylbenzenesulfonate). RXN SMILES: [CH3:1][C:2]1[CH:7]=[CH:6][C:5]([S:8]([O:11][CH2:12][C@@H:13]2[O:18][C:17]3[C:19]([CH:26]=O)=[C:20]([N+:23]([O-])=O)[CH:21]=[CH:22][C:16]=3[O:15][CH2:14]2)(=[O:10])=[O:9])=[CH:4][CH:3]=1.[H][H]>CO.[OH-].[OH-].[Pd+2]>[CH3:1][C:2]1[CH:7]=[CH:6][C:5]([S:8]([O:11][CH2:12][CH:13]2[O:18][C:17]3[C:19]([CH3:26])=[C:20]([NH2:23])[CH:21]=[CH:22][C:16]=3[O:15][CH2:14]2)(=[O:10])=[O:9])=[CH:4][CH:3]=1 |f:3.4.5|. Procedure: [(2R)-8-Formyl-7-nitro-2,3-dihydro-1,4-benzodioxin-2-yl]methyl 4-methyl-benzenesulfonate (1.4 g, 2.74 mmole) in methanol (40 mL) was was treated with 60 psi of hydrogen on a Parr shaker in the presence of 0.10 g 20% palladium hydroxide on carbon (Pearlman's catalyst) for 24 hours. The catalyst was removed by filtration and washed with methanol. The filtrate was evaporated in vacuum to give 0.94 g (93%) of the (R)-enantiomer of the title compound as a beige solid. 1H (DMSO) broad singlet 10.0 δ (...